Task: describe an organic reaction: reactants, conditions, products, and yield. Dataset: the Open Reaction Database (ORD), a public repository of structured organic reaction records Procedure details: Methoxymethyltriphenylphophnium chloride (55.23 g) and THF (300 ml) were placed in a reaction vessel, and the solution was cooled to −20° C. Potassium t-butoxide (16.0 g) was added, and the stirring was continued for another 1 hour. Then, 4-(5-propyltetrahydro-2-furanyl)cyclohexanone (15 g) in a THF (100 ml) solution was added dropwise, and the stirring was continued for another 1 hour. The reaction mixture was warmed to room temperature, and the mixture was separated after the addition of water... The product is C(CC)C1CCC(O1)C1CCC(CC1)C=O (4-(5-propyltetrahydro-2-furanyl)cyclohexanecarboaldehyde). Run at temperature -20 celsius, time 1 hour. Run in C1CCOC1 (THF), C1CCOC1 (THF). Reaction SMILES: [Cl-].C[C:3](C)([O-:5])C.[K+].[CH2:8]([CH:11]1[O:15][CH:14]([CH:16]2[CH2:21][CH2:20][C:19](=O)[CH2:18][CH2:17]2)[CH2:13][CH2:12]1)[CH2:9][CH3:10]>C1COCC1>[CH2:8]([CH:11]1[O:15][CH:14]([CH:16]2[CH2:21][CH2:20][CH:19]([CH:3]=[O:5])[CH2:18][CH2:17]2)[CH2:13][CH2:12]1)[CH2:9][CH3:10] |f:1.2|. The yield is 76.2%. The reactants are [Cl-] (chloride), C(CC)C1CCC(O1)C1CCC(CC1)=O (4-(5-propyltetrahydro-2-furanyl)cyclohexanone), CC(C)([O-])C.[K+] (Potassium t-butoxide). RXN SMILES: [N+:1]([CH3:4])([O-:3])=[O:2].[H-].[Na+].[O-]S([O-])(=O)=O.[Mg+2].[CH3:13][O:14][C:15](=[O:25])[C:16]1[C:21]([F:22])=[CH:20][C:19]([Br:23])=[CH:18][C:17]=1F>CS(C)=O>[CH3:13][O:14][C:15](=[O:25])[C:16]1[C:17]([CH2:4][N+:1]([O-:3])=[O:2])=[CH:18][C:19]([Br:23])=[CH:20][C:21]=1[F:22] |f:1.2,3.4|. Yields the product COC(C1=C(C=C(C=C1C[N+](=O)[O-])Br)F)=O (4-Bromo-2-fluoro-6-(nitromethyl)benzoic acid methyl ester). Starting materials: COC(C1=C(C=C(C=C1F)Br)F)=O (4-bromo-2,6-difluorobenzoic acid methyl ester), [N+](=O)([O-])C (Nitromethane), [H-].[Na+] (sodium hydride), [O-]S(=O)(=O)[O-].[Mg+2] (MgSO4), desired material. The solvent is CS(=O)C (DMSO). Run at time 0.25 hour. Procedure details: Nitromethane (10 mL, 169 mmol, 8 equiv.) is added cautiously to a suspension of sodium hydride (4.05 g, 169 mmol, 8 equiv.) and MgSO4 (40 g) in DMSO (100 mL) at rt and the resulting slurry is stirred for 0.25 h. To the resulting yellow slurry is added 4-bromo-2,6-difluorobenzoic acid methyl ester (5.3 g, 21 mmol) and the mixture is stirred at rt for 3 days at which point all the starting material has been consumed. Water (200 mL) and 6M HCl (50 mL) is added followed by DCM (200 mL). More water (... Starting materials: Cl, CC(C)C(=O)Nc1cc(C2CCN(CCCN)CC2)ccc1F, CC(C(=O)O)(c1ccccc1)c1ccccc1. Product: CC(C)C(=O)Nc1cc(C2CCN(CCCNC(=O)C(C)(c3ccccc3)c3ccccc3)CC2)ccc1F. Reaction SMILES: [ClH:41].[NH2:18][CH2:19][CH2:20][CH2:21][N:22]1[CH2:23][CH2:24][CH:25]([c:28]2[cH:29][cH:30][c:31]([F:40])[c:32]([NH:34][C:35]([CH:36]([CH3:37])[CH3:38])=[O:39])[cH:33]2)[CH2:26][CH2:27]1.[c:1]1([C:7]([C:8](=[O:9])[OH:10])([CH3:11])[c:12]2[cH:13][cH:14][cH:15][cH:16][cH:17]2)[cH:2][cH:3][cH:4][cH:5][cH:6]1>>[c:1]1([C:7]([C:8](=[O:10])[NH:18][CH2:19][CH2:20][CH2:21][N:22]2[CH2:23][CH2:24][CH:25]([c:28]3[cH:29][cH:30][c:31]([F:40])[c:32]([NH:34][C:35]([CH:36]([CH3:37])[CH3:38])=[O:39])[cH:33]3)[CH2:26][CH2:27]2)([CH3:11])[c:12]2[cH:13][cH:14][cH:15][cH:16][cH:17]2)[cH:2][cH:3][cH:4][cH:5][cH:6]1. Starting materials: CC=1C(=CC2=C(NC(C3=C(N2C(CN(CCC)CCC)=O)N=CC=C3)=O)C1)C (8,9-dimethyl-6,11-dihydro-11-[(dipropylamino)acetyl]-5H-pyrido[2,3-b][1,5]benzodiazepin-5-one), P12(=S)SP3(=S)SP(=S)(S1)SP(=S)(S2)S3 (phosphorus pentasulfide). The solvent is N1=CC=CC=C1 (pyridine). Product: CC=1C(=CC2=C(NC(C3=C(N2C(CN(CCC)CCC)=O)N=CC=C3)=S)C1)C (8,9-dimethyl-6,11-dihydro-11-[(dipropylamino)acetyl]-5H-pyrido[2,3-b][1,5]benzodiazepin-5-thione). RXN SMILES: [CH3:1][C:2]1[C:3]([CH3:28])=[CH:4][C:5]2[N:11]([C:12](=[O:21])[CH2:13][N:14]([CH2:18][CH2:19][CH3:20])[CH2:15][CH2:16][CH3:17])[C:10]3[N:22]=[CH:23][CH:24]=[CH:25][C:9]=3[C:8](=O)[NH:7][C:6]=2[CH:27]=1.P12(SP3(SP(SP(S3)(S1)=S)(=S)S2)=S)=[S:30]>N1C=CC=CC=1>[CH3:1][C:2]1[C:3]([CH3:28])=[CH:4][C:5]2[N:11]([C:12](=[O:21])[CH2:13][N:14]([CH2:18][CH2:19][CH3:20])[CH2:15][CH2:16][CH3:17])[C:10]3[N:22]=[CH:23][CH:24]=[CH:25][C:9]=3[C:8](=[S:30])[NH:7][C:6]=2[CH:27]=1. Procedure: In the manner given in Example 1, 8,9-dimethyl-6,11-dihydro-11-[(dipropylamino)acetyl]-5H-pyrido[2,3-b][1,5]benzodiazepin-5-one is reacted with phosphorus pentasulfide in pyridine to give 8,9-dimethyl-6,11-dihydro-11-[(dipropylamino)acetyl]-5H-pyrido[2,3-b][1,5]benzodiazepin-5-thione. Reported procedure: To a vigorously stirred solution of NaIO4 (471 mg, 2.20 mmol; Baker) in water (15 mL), there was added solid 1,4-dihydro-6-methoxy-1,4-methanonaphthalene-5,8-diol (48, 150 mg, 734 μmol) in one portion. The reaction immediately became orange and a precipitate formed. The reaction was allowed to stir at rt for 15 min at which point TLC analysis (10% EtOAc, 90% CHCl3) indicated total consumption of 48. The reaction mixture was extracted with CHCl3 (3×15 mL). The extract was washed with half saturat... As a reaction SMILES: [CH3:1][O:2][C:3]1[CH:12]=[C:11]([OH:13])[C:10]2[CH:9]3[CH2:14][CH:6]([CH:7]=[CH:8]3)[C:5]=2[C:4]=1[OH:15].CCOC(C)=O.C(Cl)(Cl)Cl>O>[CH3:1][O:2][C:3]1[C:4](=[O:15])[C:5]2[CH:6]3[CH2:14][CH:9]([C:10]=2[C:11](=[O:13])[CH:12]=1)[CH:8]=[CH:7]3. The yield is 90.3%. The product is COC=1C(C=2C3C=CC(C2C(C1)=O)C3)=O (1,4-Dihydro-6-methoxy-1,4-methanonaphthalene-5,8-dione). The reactants are NaIO4, COC1=C(C=2C3C=CC(C2C(=C1)O)C3)O (1,4-Dihydro-6-methoxy-1,4-methanonaphthalene-5,8-diol), CCOC(=O)C (EtOAc), C(Cl)(Cl)Cl (CHCl3). The solvent is O (water). Starting materials: [Li+].C[Si](C)(C)[N-][Si](C)(C)C (LiHMDS), N1=C(NC2=NC=CC=C21)CC(=O)OCC (ethyl 3H-imidazo[4,5-b]pyridin-2-ylacetate), NC1=C(C#N)C(=CC=C1)N1C[C@H](O[C@H](C1)C)C (2-amino-6-[(2R,6S)-2,6-dimethylmorpholin-4-yl]benzonitrile). Yields the product NC1=C(C(NC2=CC=CC(=C12)N1C[C@H](O[C@H](C1)C)C)=O)C1=NC=2C(=NC=CC2)N1 (4-Amino-5-[(2R,6S)-2,6-dimethylmorpholin-4-yl]-3-(3H-imidazo[4,5-b]pyridin-2-yl)quinolin-2(1H)-one). Reported procedure: LiHMDS (3.0 eq) was added to ethyl 3H-imidazo[4,5-b]pyridin-2-ylacetate (1.0 eq) in THF at −78° C. After 20 minutes, a solution of 2-amino-6-[(2R,6S)-2,6-dimethylmorpholin-4-yl]benzonitrile (1.1 eq) in THF was added. The resulting mixture was allowed to warm to room temperature, stirred for 2 hours and then heated to 60° C. overnight. The mixture was cooled to 0° C. and quenched with an aqueous saturated NH4Cl solution. The aqueous phase was extracted with CH2Cl2 (5 times) and the organic extrac... Reaction SMILES: [Li+].C[Si]([N-][Si](C)(C)C)(C)C.[N:11]1[C:19]2[C:14](=[N:15][CH:16]=[CH:17][CH:18]=2)[NH:13][C:12]=1[CH2:20][C:21]([O:23]CC)=O.[NH2:26][C:27]1[CH:34]=[CH:33][CH:32]=[C:31]([N:35]2[CH2:40][C@H:39]([CH3:41])[O:38][C@H:37]([CH3:42])[CH2:36]2)[C:28]=1[C:29]#[N:30]>C1COCC1>[NH2:30][C:29]1[C:28]2[C:27](=[CH:34][CH:33]=[CH:32][C:31]=2[N:35]2[CH2:36][C@H:37]([CH3:42])[O:38][C@H:39]([CH3:41])[CH2:40]2)[NH:26][C:21](=[O:23])[C:20]=1[C:12]1[NH:13][C:14]2=[N:15][CH:16]=[CH:17][CH:18]=[C:19]2[N:11]=1 |f:0.1|. Conditions: time 20 minute. The solvent is C1CCOC1 (THF), C1CCOC1 (THF).